This data is from the Open Reaction Database (ORD), a public repository of structured organic reaction records. The task is: describe an organic reaction: reactants, conditions, products, and yield Reactants: C(C(=O)Cl)(=O)Cl (oxalyl chloride), C(C=C)OC=1C(=CC(=C(C(=O)O)C1)F)Cl (5-allyloxy-4-chloro-2-fluorobenzoic acid). Reagents/catalysts: CN(C=O)C (dimethylformamide). Run in C1(=CC=CC=C1)C (toluene). Product: C(C=C)OC=1C(=CC(=C(C(=O)Cl)C1)F)Cl (5-Allyloxy-4-chloro-2-fluorobenzoyl chloride). Reaction SMILES: [C:1](Cl)(=O)[C:2]([Cl:4])=[O:3].[CH2:7]([O:10][C:11]1[C:12]([Cl:21])=[CH:13][C:14]([F:20])=C([CH:19]=1)C(O)=O)[CH:8]=[CH2:9]>CN(C)C=O.C1(C)C=CC=CC=1>[CH2:7]([O:10][C:11]1[C:12]([Cl:21])=[CH:13][C:14]([F:20])=[C:1]([CH:19]=1)[C:2]([Cl:4])=[O:3])[CH:8]=[CH2:9]. Procedure details: With ice-cooling, 1 drop of dimethylformamide and 49.2 g (0.38 mol) of oxalyl chloride were added in succession to a solution of 59.7 g (0.26 mol) of 5-allyloxy-4-chloro-2-fluorobenzoic acid in 0.5 1 of toluene. After the evolution of gas had ceased, the mixture was concentrated to about half its volume. In this form, the product solution was used for the next step. The reactants are N1C(=NC2=C1C=CC=C2)C(=O)C2=CC=C(C=C2)OC2=NC=CC=C2I ((1H-benzo[d]imidazol-2-yl)(4-(3-iodopyridin-2-yloxy)phenyl)methanone), C1(C=CCC1)O (cyclopent-2-enol), C(C)(=O)[O-].[K+] (potassium acetate). Reagents/catalysts: [Cl-].C(CCC)[N+](CCCC)(CCCC)CCCC (tetrabutylammonium chloride), C(C)(=O)[O-].[Pd+2].C(C)(=O)[O-] (palladium (II) acetate). The solvent is C(C)#N (acetonitrile), O (water). Run at temperature 85 celsius, time 23 hour. The product is N1C(=NC2=C1C=CC=C2)C(=O)C2=CC=C(OC1=NC=CC=C1C1CC(CC1)=O)C=C2 (3-(2-(4-(1H-benzo[d]imidazole-2-carbonyl)phenoxy)pyridin-3-yl)cyclopentanone). RXN SMILES: [NH:1]1[C:5]2[CH:6]=[CH:7][CH:8]=[CH:9][C:4]=2[N:3]=[C:2]1[C:10]([C:12]1[CH:17]=[CH:16][C:15]([O:18][C:19]2[C:24](I)=[CH:23][CH:22]=[CH:21][N:20]=2)=[CH:14][CH:13]=1)=[O:11].[CH:26]1([OH:31])[CH2:30][CH2:29][CH:28]=[CH:27]1.C([O-])(=O)C.[K+]>[Cl-].C([N+](CCCC)(CCCC)CCCC)CCC.C(#N)C.O.C([O-])(=O)C.[Pd+2].C([O-])(=O)C>[NH:1]1[C:5]2[CH:6]=[CH:7][CH:8]=[CH:9][C:4]=2[N:3]=[C:2]1[C:10]([C:12]1[CH:17]=[CH:16][C:15]([O:18][C:19]2[C:24]([CH:28]3[CH2:29][CH2:30][C:26](=[O:31])[CH2:27]3)=[CH:23][CH:22]=[CH:21][N:20]=2)=[CH:14][CH:13]=1)=[O:11] |f:2.3,4.5,8.9.10|. Procedure: A suspension of (1H-benzo[d]imidazol-2-yl)(4-(3-iodopyridin-2-yloxy)phenyl)methanone (4.138 g, 9.38 mmol), cyclopent-2-enol (3.16 g, 37.5 mmol), tetrabutylammonium chloride (2.87 g, 10.32 mmol), potassium acetate (1.841 g, 18.76 mmol) and palladium (II) acetate (0.211 g, 0.938 mmol) in acetonitrile (30 mL) (argon bubbled through for 30 min) and water (3.00 mL) in a round bottom flask was capped with a septum, degassed, backfilled with argon and heated to 85° C. After 23 h, the reaction was coole...